Dataset: the Open Reaction Database (ORD), a public repository of structured organic reaction records. Task: describe an organic reaction: reactants, conditions, products, and yield Reactants: C(=O)N(O)CCOC1=CC(=CC=C1)OCC1=CC=CC=C1 (N-formyl-N-hydroxy-2-(3-benzyloxyphenoxy)ethylamine). The reagents and catalysts are [Pd] (Pd/C). The solvent is CO (methanol). Product: C(=O)N(O)CCOC1=CC(=CC=C1)O (N-formyl-N-hydroxy-2-(3-hydroxyphenoxy)ethylamine). As a reaction SMILES: [CH:1]([N:3]([CH2:5][CH2:6][O:7][C:8]1[CH:13]=[CH:12][CH:11]=[C:10]([O:14]CC2C=CC=CC=2)[CH:9]=1)[OH:4])=[O:2]>CO.[Pd]>[CH:1]([N:3]([CH2:5][CH2:6][O:7][C:8]1[CH:13]=[CH:12][CH:11]=[C:10]([OH:14])[CH:9]=1)[OH:4])=[O:2]. Procedure details: A heterogeneous solution of N-formyl-N-hydroxy-2-(3-benzyloxyphenoxy)ethylamine (300 mg) and Pd/C (100 mg) in methanol (7 mL) was stirred under an H2 balloon for 3 h. The reaction mixture was then filtered through Celite, washing with CH2Cl2. The filtrate was concentrated to a yellow oil which was purified by reverse-phase HPLC to provide N-formyl-N-hydroxy-2-(3-hydroxyphenoxy)ethylamine as a white solid. Reactants: FC1=C(C=C(C=C1)NC1=NC(=CC2=C1C(NC2)=O)N[C@H]2[C@H](CCCC2)NC(OC(C)(C)C)=O)C (tert-butyl (1S,2R)-2-(4-(4-fluoro-3-methylphenylamino)-3-oxo-2,3-dihydro-1H-pyrrolo[3,4-c]pyridin-6-ylamino)cyclohexylcarbamate), C(=O)(C(F)(F)F)O (TFA). Run in C(Cl)Cl (DCM). Yields the product N[C@@H]1[C@@H](CCCC1)NC1=CC2=C(C(=N1)NC1=CC(=C(C=C1)F)C)C(NC2)=O (6-((1R,2S)-2-Aminocyclohexylamino)-4-(4-fluoro-3-methylphenylamino)-1H-pyrrolo[3,4-c]pyridin-3(2H)-one). Yield: 2.6%. Reaction SMILES: [F:1][C:2]1[CH:7]=[CH:6][C:5]([NH:8][C:9]2[C:14]3[C:15](=[O:18])[NH:16][CH2:17][C:13]=3[CH:12]=[C:11]([NH:19][C@@H:20]3[CH2:25][CH2:24][CH2:23][CH2:22][C@@H:21]3[NH:26]C(=O)OC(C)(C)C)[N:10]=2)=[CH:4][C:3]=1[CH3:34].C(O)(C(F)(F)F)=O>C(Cl)Cl>[NH2:26][C@H:21]1[CH2:22][CH2:23][CH2:24][CH2:25][C@H:20]1[NH:19][C:11]1[N:10]=[C:9]([NH:8][C:5]2[CH:6]=[CH:7][C:2]([F:1])=[C:3]([CH3:34])[CH:4]=2)[C:14]2[C:15](=[O:18])[NH:16][CH2:17][C:13]=2[CH:12]=1. Procedure: A solution of tert-butyl (1S,2R)-2-(4-(4-fluoro-3-methylphenylamino)-3-oxo-2,3-dihydro-1H-pyrrolo[3,4-c]pyridin-6-ylamino)cyclohexylcarbamate (50.0 mg, 0.106 mmol) and TFA (1 mL, 12.98 mmol) in DCM (0.5 mL) was stirred at RT for 1 hr. The resulting mixture was concentrated and the residue was purified by preparative HPLC to give the title compound as a white solid (1 mg, 2.54%). 1H NMR (500 MHz, CD3OD) δ ppm 1.14-1.95 (m, 8 H), 2.28 (s, 3 H), 3.73 (br s, 1 H), 4.30 (s, 2H), 4.38 (s, 1 H), 6.17 (... Reactants: [Br-], COc1cccc(-n2cc(C=O)c(C(C)C)n2)c1, [Mg+]C1CCCCC1, C1CCOC1. The product is COc1cccc(-n2cc(C(O)C3CCCCC3)c(C(C)C)n2)c1. RXN SMILES: [Br-:19].[CH3:1][O:2][c:3]1[cH:4][c:5](-[n:9]2[n:10][c:11]([CH:16]([CH3:17])[CH3:18])[c:12]([CH:14]=[O:15])[cH:13]2)[cH:6][cH:7][cH:8]1.[CH:20]1([Mg+:26])[CH2:21][CH2:22][CH2:23][CH2:24][CH2:25]1.[O:27]1[CH2:28][CH2:29][CH2:30][CH2:31]1>>[CH3:1][O:2][c:3]1[cH:4][c:5](-[n:9]2[n:10][c:11]([CH:16]([CH3:17])[CH3:18])[c:12]([CH:14]([OH:15])[CH:20]3[CH2:21][CH2:22][CH2:23][CH2:24][CH2:25]3)[cH:13]2)[cH:6][cH:7][cH:8]1. Reactants: ClCCCl, CNOC, CC#N, Cc1sc(C(=O)O)c2c1C1C(C2)C1(C)C, CCN(C(C)C)C(C)C, ClCCl, Cl, Cl. Yields the product CON(C)C(=O)c1sc(C)c2c1CC1C2C1(C)C. Reaction SMILES: [CH2:30]([Cl:31])[CH2:32][Cl:33].[CH3:2][NH:3][O:4][CH3:5].[CH3:38][C:39]#[N:40].[CH3:6][C:7]1([CH3:20])[CH:8]2[CH:9]1[CH2:10][c:11]1[c:12]([C:17](=[O:18])[OH:19])[s:13][c:14]([CH3:16])[c:15]12.[CH:21]([N:22]([CH:23]([CH3:24])[CH3:25])[CH2:26][CH3:27])([CH3:28])[CH3:29].[Cl:35][CH2:36][Cl:37].[ClH:1].[ClH:34]>>[CH3:2][N:3]([O:4][CH3:5])[C:17]([c:12]1[c:11]2[c:15]([c:14]([CH3:16])[s:13]1)[CH:8]1[C:7]([CH3:6])([CH3:20])[CH:9]1[CH2:10]2)=[O:18]. Starting materials: CC(=O)O, CO, C=Cc1cnccn1, Fc1ccc(Cn2c(NC3CCNCC3)nc3ccccc32)cc1. Product: Fc1ccc(Cn2c(NC3CCN(CCc4cnccn4)CC3)nc3ccccc32)cc1. Reaction SMILES: [CH3:33][C:34](=[O:35])[OH:36].[CH3:37][OH:38].[CH:1](=[CH2:2])[c:3]1[n:4][cH:5][cH:6][n:7][cH:8]1.[F:9][c:10]1[cH:11][cH:12][c:13]([CH2:16][n:17]2[c:18]([NH:26][CH:27]3[CH2:28][CH2:29][NH:30][CH2:31][CH2:32]3)[n:19][c:20]3[c:21]2[cH:22][cH:23][cH:24][cH:25]3)[cH:14][cH:15]1>>[CH2:1]([CH2:2][N:30]1[CH2:29][CH2:28][CH:27]([NH:26][c:18]2[n:17]([CH2:16][c:13]3[cH:12][cH:11][c:10]([F:9])[cH:15][cH:14]3)[c:21]3[c:20]([n:19]2)[cH:25][cH:24][cH:23][cH:22]3)[CH2:32][CH2:31]1)[c:3]1[n:4][cH:5][cH:6][n:7][cH:8]1. Starting materials: COC(=O)COc1ccc(OCc2nc(-c3ccc(OC)cc3)cc(-c3ccc(OC)cc3)n2)cc1C, [Li+], C1COCCO1, [OH-], O, O. The product is COc1ccc(-c2cc(-c3ccc(OC)cc3)nc(COc3ccc(OCC(=O)O)c(C)c3)n2)cc1. As a reaction SMILES: [CH3:1][O:2][C:3]([CH2:4][O:5][c:6]1[c:7]([CH3:36])[cH:8][c:9]([O:12][CH2:13][c:14]2[n:15][c:16](-[c:28]3[cH:29][cH:30][c:31]([O:34][CH3:35])[cH:32][cH:33]3)[cH:17][c:18](-[c:20]3[cH:21][cH:22][c:23]([O:26][CH3:27])[cH:24][cH:25]3)[n:19]2)[cH:10][cH:11]1)=[O:37].[Li+:40].[O:42]1[CH2:43][CH2:44][O:45][CH2:46][CH2:47]1.[OH-:39].[OH2:38].[OH2:41]>>[O:2]=[C:3]([CH2:4][O:5][c:6]1[c:7]([CH3:36])[cH:8][c:9]([O:12][CH2:13][c:14]2[n:15][c:16](-[c:28]3[cH:29][cH:30][c:31]([O:34][CH3:35])[cH:32][cH:33]3)[cH:17][c:18](-[c:20]3[cH:21][cH:22][c:23]([O:26][CH3:27])[cH:24][cH:25]3)[n:19]2)[cH:10][cH:11]1)[OH:37].